The task is: describe an organic reaction: reactants, conditions, products, and yield. This data is from the Open Reaction Database (ORD), a public repository of structured organic reaction records. Reactants: COC(=O)C=1C(=C2C=C(C(N(C2=CN1)CC1=CC=CC=C1)=O)Br)O (1-benzyl-3-bromo-5-hydroxy-2-oxo-1,2-dihydro-[1,7]naphthyridine-6-carboxylic acid methyl ester), C(CCC)[Sn](C#CC1=CC=CC=C1)(CCCC)CCCC (tributyl-phenylethynyl-stannane), Cl (HCl). The reagents and catalysts are Cl[Pd]([P](C1=CC=CC=C1)(C2=CC=CC=C2)C3=CC=CC=C3)([P](C4=CC=CC=C4)(C5=CC=CC=C5)C6=CC=CC=C6)Cl (PdCl2(PPh3)2). Solvent: CN(C)C=O (DMF), [Cl-].[Na+].O (brine), CCOC(=O)C (EtOAc). Reaction conditions: temperature 120 celsius. The product is COC(=O)C=1C(=C2C=C(C(N(C2=CN1)CC1=CC=CC=C1)=O)C#CC1=CC=CC=C1)O (1-Benzyl-5-hydroxy-2-oxo-3-phenylethynyl-1,2-dihydro-[1,7]naphthyridine-6-carboxylic acid methyl ester). Yield: 85.0%. As a reaction SMILES: [CH3:1][O:2][C:3]([C:5]1[C:6]([OH:24])=[C:7]2[C:12](=[CH:13][N:14]=1)[N:11]([CH2:15][C:16]1[CH:21]=[CH:20][CH:19]=[CH:18][CH:17]=1)[C:10](=[O:22])[C:9](Br)=[CH:8]2)=[O:4].C([Sn](CCCC)(CCCC)[C:30]#[C:31][C:32]1[CH:37]=[CH:36][CH:35]=[CH:34][CH:33]=1)CCC.Cl>CN(C=O)C.[Cl-].[Na+].O.CCOC(C)=O.Cl[Pd](Cl)([P](C1C=CC=CC=1)(C1C=CC=CC=1)C1C=CC=CC=1)[P](C1C=CC=CC=1)(C1C=CC=CC=1)C1C=CC=CC=1>[CH3:1][O:2][C:3]([C:5]1[C:6]([OH:24])=[C:7]2[C:12](=[CH:13][N:14]=1)[N:11]([CH2:15][C:16]1[CH:21]=[CH:20][CH:19]=[CH:18][CH:17]=1)[C:10](=[O:22])[C:9]([C:30]#[C:31][C:32]1[CH:37]=[CH:36][CH:35]=[CH:34][CH:33]=1)=[CH:8]2)=[O:4] |f:4.5.6,^1:63,82|. Reported procedure: A mixture of 1-benzyl-3-bromo-5-hydroxy-2-oxo-1,2-dihydro-[1,7]naphthyridine-6-carboxylic acid methyl ester (500 mg, 1.29 mmol), tributyl-phenylethynyl-stannane (0.54 mL, 1.54 mmol), and PdCl2(PPh3)2 (180 mg, 0.26 mmol) in 10 mL of DMF was heated at 120° C. for 2 h under N2 atmosphere. The mixture was cooled to r.t. and diluted with brine (10 mL) and EtOAc (40 mL). 1M HCl was added until pH was about 3. The aqueous layer was extracted with additional EtOAc, and the combined organic layer was was... Starting materials: N (ammonia), FC1=C(C=CC=C1)C1=NCC(NC2=C1C=C(C=C2)I)=S (5-(2-fluorophenyl)-7-iodo-3H-1,4-benzodiazepine-2(1H)-thione), CO (methanol). Solvent: O1CCCC1 (tetrahydrofuran). Conditions: time 24 hour. Yields the product NC1=NC2=C(C(=NC1)C1=C(C=CC=C1)F)C=C(C=C2)I (2-amino -7-iodo-5-(2-fluorophenyl)-3H-1,4-benzodiazepine). RXN SMILES: [NH3:1].[F:2][C:3]1[CH:8]=[CH:7][CH:6]=[CH:5][C:4]=1[C:9]1[C:15]2[CH:16]=[C:17]([I:20])[CH:18]=[CH:19][C:14]=2[NH:13][C:12](=S)[CH2:11][N:10]=1.CO>O1CCCC1>[NH2:1][C:12]1[CH2:11][N:10]=[C:9]([C:4]2[CH:5]=[CH:6][CH:7]=[CH:8][C:3]=2[F:2])[C:15]2[CH:16]=[C:17]([I:20])[CH:18]=[CH:19][C:14]=2[N:13]=1. Procedure: 50 ml of 25% aqueous ammonia solution were added to a solution of 2.3 g of 5-(2-fluorophenyl)-7-iodo-3H-1,4-benzodiazepine-2(1H)-thione (A. Walser, T. Flynn, C. Mason, H. Crowley, C. Maresco, B. Yaremko & M. O'Donell, J.Med.Chem., 1991, 34, 1209) in 120 ml of tetrahydrofuran. After the addition of 5 ml of methanol the solution was stirred at room temperature for 24 h. and then evaporated in a vacuum. The residue was partitioned between saturated aqueous sodium hydrogen carbonate solution and chl... Starting materials: C(=O)=O.CC(=O)C (dry ice acetone), C(C)OC(=O)CCC1=CC=C(C=C1)CCC(=O)OCC (1,4-bis(2-ethoxycarbonylethyl)benzene), [H-].C(C(C)C)[NH2+]CC(C)C (diisobutylammonium hydride). The solvent is C1(=CC=CC=C1)C (toluene), C(C)O (ethanol), O (water), C(C)O (ethanol), C(C)O (ethanol), C1(=CC=CC=C1)C (toluene), C1(=CC=CC=C1)C (toluene). Run at time 25 minute. Yields the product C(=O)CCC1=CC=C(C=C1)CCC=O (1,4-bis(2-formylethyl)benzene). Yield: 52.0%. As a reaction SMILES: C([O:3][C:4]([CH2:6][CH2:7][C:8]1[CH:13]=[CH:12][C:11]([CH2:14][CH2:15][C:16](OCC)=[O:17])=[CH:10][CH:9]=1)=O)C.C(=O)=O.CC(C)=O.[H-].C([NH2+]CC(C)C)C(C)C>C1(C)C=CC=CC=1.C(O)C.O>[CH:16]([CH2:15][CH2:14][C:11]1[CH:10]=[CH:9][C:8]([CH2:7][CH2:6][CH:4]=[O:3])=[CH:13][CH:12]=1)=[O:17] |f:1.2,3.4|. Procedure details: First, 2.78 g of 1,4-bis(2-ethoxycarbonylethyl)benzene was dissolved in 40 ml of absolute toluene, the solution was cooled to -65° C. with dry ice/acetone, and a solution of 1M diisobutylammonium hydride in 24 ml of toluene was added dropwise with stirring over 25 minutes, and the mixture was further stirred at -70° C. for 2 hours. Next, 2.5 ml of ethanol/2.5 ml of toluene, 3 ml of ethanol, and 2.75 ml of water/5.5 ml of ethanol were added dropwise in this order, and after removing cooling bath,... Starting materials: C(C)OC(=O)C1=C(N=C(S1)Br)C (2-bromo-4-methyl-thiazole-5-carboxylic acid ethyl ester), C1(=CC=CC=C1)O (phenol), C([O-])([O-])=O.[K+].[K+] (potassium carbonate). The solvent is CN(C=O)C (dimethylformamide). Reaction conditions: temperature 95 celsius. Product: C(C)OC(=O)C1=C(N=C(S1)OC1=CC=CC=C1)C (4-Methyl-2-phenoxy-thiazole-5-carboxylic acid ethyl ester). Yield: 66.2%. Reaction SMILES: [CH2:1]([O:3][C:4]([C:6]1[S:10][C:9](Br)=[N:8][C:7]=1[CH3:12])=[O:5])[CH3:2].[C:13]1([OH:19])[CH:18]=[CH:17][CH:16]=[CH:15][CH:14]=1.C(=O)([O-])[O-].[K+].[K+]>CN(C)C=O>[CH2:1]([O:3][C:4]([C:6]1[S:10][C:9]([O:19][C:13]2[CH:18]=[CH:17][CH:16]=[CH:15][CH:14]=2)=[N:8][C:7]=1[CH3:12])=[O:5])[CH3:2] |f:2.3.4|. Procedure: A mixture of 2-bromo-4-methyl-thiazole-5-carboxylic acid ethyl ester (1.89 g, 7.57 mmol), phenol (855 mg, 9.09 mmol) and potassium carbonate (1.36 g, 9.84 mmol) in dimethylformamide (18 mL) was heated at 95° C. for 15 h before it was cooled to room temperature and partitioned between ethyl acetate and water, the organic layer was washed with water, aqueous sodium hydroxide (2×), brine, dried over anhydrous sodium sulfate and concentrated in vacuo. The residue was purified by flash column chromat... Starting materials: C(C)OC([C@H](CC1=CC=C(C=C1)OCCCOC1=CC=C(C=C1)O)OC)=O ((2S)-3-{4-[3-(4-Hydroxy-phenoxy)-propoxy]-phenyl}-2-methoxy-propionic acid ethyl ester), ester, BrCC(C)C (1-bromo-2-methylpropane). The product is C(C(C)C)OC1=CC=C(OCCCOC2=CC=C(C=C2)C[C@@H](C(=O)O)OC)C=C1 ((2S)-3-{4-[3-(4-Isobutoxy-phenoxy)-propoxy]-phenyl}-2-methoxy-propionic acid). RXN SMILES: C([O:3][C:4](=[O:27])[C@@H:5]([O:25][CH3:26])[CH2:6][C:7]1[CH:12]=[CH:11][C:10]([O:13][CH2:14][CH2:15][CH2:16][O:17][C:18]2[CH:23]=[CH:22][C:21]([OH:24])=[CH:20][CH:19]=2)=[CH:9][CH:8]=1)C.Br[CH2:29][CH:30]([CH3:32])[CH3:31]>>[CH2:29]([O:24][C:21]1[CH:20]=[CH:19][C:18]([O:17][CH2:16][CH2:15][CH2:14][O:13][C:10]2[CH:9]=[CH:8][C:7]([CH2:6][C@H:5]([O:25][CH3:26])[C:4]([OH:3])=[O:27])=[CH:12][CH:11]=2)=[CH:23][CH:22]=1)[CH:30]([CH3:32])[CH3:31]. Reported procedure: (2S)-3-{4-[3-(4-Hydroxy-phenoxy)-propoxy]-phenyl}-2-methoxy-propionic acid ethyl ester (Example 263, Step B) was coupled under the ester J with 1-bromo-2-methylpropane to afford the title compound. 1H-NMR (CDCl3, 200.15 MHz): δ 7.14 (d, 2H, J=8.6), 6.86–6.82 (m, 6H), 4.11 (q, 4H, J=6.2), 3.98 (dd, 1H, J=7.3, 4.6), 3.66 (d, 2H, J=6.5), 3.40 (s, 3H), 3.10 (dd, 1H, J=14.5, 4.6), 2.95 (dd, 1H, J=14.5, 7.3), 2.21 (qn, 2H, J=6.2), 2.11–1.98 (m, 1H), 1.01 (d, 6H, J=6.7). Starting materials: N=1ON=C2C1C=CC(=C2)C(CN2[C@@H](CN(CC2)C(=O)OC(C)(C)C)CO)O (tert-butyl (3S)-4-[2-(2,1,3-benzoxadiazol-5-yl)-2-hydroxyethyl]-3-(hydroxymethyl)piperazine-1-carboxylate), C(#N)C=P(CCCC)(CCCC)CCCC (cyanomethylene tri-n-Butylphosphorane). Solvent: C1(=CC=CC=C1)C (toluene). Conditions: temperature 100 celsius. The product is N=1ON=C2C1C=CC(=C2)C2CN1[C@H](CO2)CN(CC1)C(=O)OC(C)(C)C (tert-butyl (9aS)-3-(2,1,3-benzoxadiazol-5-yl)hexahydropyrazino[2,1-c][1,4]oxazine-8(1H)-carboxylate). RXN SMILES: [N:1]1[O:2][N:3]=[C:4]2[CH:9]=[C:8]([CH:10](O)[CH2:11][N:12]3[CH2:17][CH2:16][N:15]([C:18]([O:20][C:21]([CH3:24])([CH3:23])[CH3:22])=[O:19])[CH2:14][C@H:13]3[CH2:25][OH:26])[CH:7]=[CH:6][C:5]=12.C(C=P(CCCC)(CCCC)CCCC)#N>C1(C)C=CC=CC=1>[N:1]1[O:2][N:3]=[C:4]2[CH:9]=[C:8]([CH:10]3[O:26][CH2:25][C@@H:13]4[CH2:14][N:15]([C:18]([O:20][C:21]([CH3:24])([CH3:22])[CH3:23])=[O:19])[CH2:16][CH2:17][N:12]4[CH2:11]3)[CH:7]=[CH:6][C:5]=12. Reported procedure: To a 20 mL size microwave tube containing a stir bar was added tert-butyl (3S)-4-[2-(2,1,3-benzoxadiazol-5-yl)-2-hydroxyethyl]-3-(hydroxymethyl)piperazine-1-carboxylate (0.80 g, 2.1 mmol), cyanomethylene tri-n-Butylphosphorane (0.92 g, 3.8 mmol) and anhydrous toluene (15 mL). The tube was degassed and purged with N2 followed by heating at 100° C. for 12 h. The solution was concentrated to dryness and the organic residue was then purified over silica gel with the solvent systems of 30% Acetone in... Starting materials: FC1=C(C=CC(=C1)B1OC(C(O1)(C)C)(C)C)C=1N=CC(=NC1)N (5-(2-fluoro-4-(4,4,5,5-tetramethyl-1,3,2-dioxaborolan-2-yl)phenyl)-pyrazin-2-amine), BrC1=C(C=CC=C1)S(=O)(=O)N1CCCC1 (1-((2-bromophenyl)sulfonyl)pyrrolidine). The product is FC=1C=C(C=CC1C=1N=CC(=NC1)N)C1=C(C=CC=C1)S(=O)(=O)N1CCCC1 (5-[3-Fluoro-2′-(pyrrolidin-1-ylsulfonyl)biphenyl-4-yl]pyrazin-2-amine). As a reaction SMILES: [F:1][C:2]1[CH:7]=[C:6](B2OC(C)(C)C(C)(C)O2)[CH:5]=[CH:4][C:3]=1[C:17]1[N:18]=[CH:19][C:20]([NH2:23])=[N:21][CH:22]=1.Br[C:25]1[CH:30]=[CH:29][CH:28]=[CH:27][C:26]=1[S:31]([N:34]1[CH2:38][CH2:37][CH2:36][CH2:35]1)(=[O:33])=[O:32]>>[F:1][C:2]1[CH:7]=[C:6]([C:25]2[CH:30]=[CH:29][CH:28]=[CH:27][C:26]=2[S:31]([N:34]2[CH2:38][CH2:37][CH2:36][CH2:35]2)(=[O:33])=[O:32])[CH:5]=[CH:4][C:3]=1[C:17]1[N:18]=[CH:19][C:20]([NH2:23])=[N:21][CH:22]=1. Procedure: The title compound was prepared in a manner similar to that described in Example 448 using 5-(2-fluoro-4-(4,4,5,5-tetramethyl-1,3,2-dioxaborolan-2-yl)phenyl)-pyrazin-2-amine and 1-((2-bromophenyl)sulfonyl)pyrrolidine. MS (ESI): mass calcd. for C20H19FN4O2S, 398.12; m/z found, 399.2 [M+H]+. 1H NMR (400 MHz, CD3OD) δ 8.38 (s, 1H), 8.28 (d, J=1.4, 1H), 8.12-8.08 (m, 1H), 8.0-7.94 (m, 1H), 7.71-7.65 (m, 2H), 7.62-7.56 (m, 1H), 7.42-7.39 (m, 1H), 7.34-7.27 (m, 2H), 2.94 (t, J=6.7, 4H), 1.81-1.69 (m, ...